From a dataset of the Open Reaction Database (ORD), a public repository of structured organic reaction records. describe an organic reaction: reactants, conditions, products, and yield The product is C[Si](C)(C)O[Si](C)(C)C. Reaction SMILES: [CH3:17][Si:18]([Cl:19])([CH3:20])[CH3:21].[CH3:1][c:2]1[cH:3][cH:4][cH:5][cH:6][cH:7]1.[CH3:8][SiH:9]([CH3:10])[N:15]([Si:11]([CH3:12])([CH3:13])[CH3:14])[CH3:16].[O:22]1[CH2:23][CH2:24][CH2:25][CH2:26]1>>[Si:11]([CH3:12])([CH3:13])([CH3:14])[O:22][Si:18]([CH3:17])([CH3:20])[CH3:21]. Starting materials: C[Si](C)(C)Cl, Cc1ccccc1, CN([SiH](C)C)[Si](C)(C)C, C1CCOC1. Starting materials: C1CCOC1, CCOC(=O)CCCNC1CCCCC1, [Na+], [OH-]. Product: O=C(O)CCCNC1CCCCC1. As a reaction SMILES: [CH2:18]1[O:19][CH2:20][CH2:21][CH2:22]1.[CH2:1]([CH3:2])[O:3][C:4]([CH2:5][CH2:6][CH2:7][NH:8][CH:9]1[CH2:10][CH2:11][CH2:12][CH2:13][CH2:14]1)=[O:15].[Na+:17].[OH-:16]>>[O:3]=[C:4]([CH2:5][CH2:6][CH2:7][NH:8][CH:9]1[CH2:10][CH2:11][CH2:12][CH2:13][CH2:14]1)[OH:15]. Starting materials: ClCCCS(=O)(=O)N (3-chloropropane-1-sulfonamide), C(CCl)Cl (EDC), C(C)(C)(C)OC(=O)NCCN([C@H]1COC2=C(C=3N(C1)C=1C=C(C=CC1C3C3CCCCC3)C(=O)O)C=CC=C2)C ((7R)-7-[{2-[(tert-butoxycarbonyl)amino]ethyl}(methyl)amino]-14-cyclohexyl-7,8-dihydro-6H-indolo[1,2-e][1,5]benzoxazocine-11-carboxylic acid). The reagents and catalysts are CN(C)C=1C=CN=CC1 (DMAP). Solvent: C(Cl)Cl (DCM). Reaction conditions: temperature 40 celsius, time 2 hour. Product: C(C)(C)(C)OC(NCCN(C)[C@H]1COC2=C(C=3N(C1)C=1C=C(C=CC1C3C3CCCCC3)C(=O)NS(=O)(=O)CCCCl)C=CC=C2)=O (tert-butyl{2-[[(7R)-11-({[(3-chloropropyl)sulfonyl]amino}carbonyl)-14-cyclohexyl-7,8-dihydro-6H-indolo[1,2-e][1,5]benzoxazocin-7-yl](methyl)amino]ethyl}carbamate). Reaction SMILES: [Cl:1][CH2:2][CH2:3][CH2:4][S:5]([NH2:8])(=[O:7])=[O:6].C(Cl)CCl.[C:13]([O:17][C:18]([NH:20][CH2:21][CH2:22][N:23]([CH3:52])[C@@H:24]1[CH2:31][N:30]2[C:32]3[CH:33]=[C:34]([C:45](O)=[O:46])[CH:35]=[CH:36][C:37]=3[C:38]([CH:39]3[CH2:44][CH2:43][CH2:42][CH2:41][CH2:40]3)=[C:29]2[C:28]2[CH:48]=[CH:49][CH:50]=[CH:51][C:27]=2[O:26][CH2:25]1)=[O:19])([CH3:16])([CH3:15])[CH3:14]>CN(C1C=CN=CC=1)C.C(Cl)Cl>[C:13]([O:17][C:18](=[O:19])[NH:20][CH2:21][CH2:22][N:23]([C@@H:24]1[CH2:31][N:30]2[C:32]3[CH:33]=[C:34]([C:45]([NH:8][S:5]([CH2:4][CH2:3][CH2:2][Cl:1])(=[O:7])=[O:6])=[O:46])[CH:35]=[CH:36][C:37]=3[C:38]([CH:39]3[CH2:44][CH2:43][CH2:42][CH2:41][CH2:40]3)=[C:29]2[C:28]2[CH:48]=[CH:49][CH:50]=[CH:51][C:27]=2[O:26][CH2:25]1)[CH3:52])([CH3:16])([CH3:14])[CH3:15]. Procedure details: 3-chloropropane-1-sulfonamide (1.8 eq), DMAP (2.9 eq) and EDC (1.8 eq), were added to a solution of (7R)-7-[{2-[(tert-butoxycarbonyl)amino]ethyl}(methyl)amino]-14-cyclohexyl-7,8-dihydro-6H-indolo[1,2-e][1,5]benzoxazocine-11-carboxylic acid (prepared as described in Example 1, Step 7) (0.025 M) in DCM. The reaction was stirred under N2 at 40° C. for 2 h, before being allowed to cool. Volatiles were removed in vacuo to leave the crude product as a yellow gum which could be taken on without further...